Dataset: the Open Reaction Database (ORD), a public repository of structured organic reaction records. Task: describe an organic reaction: reactants, conditions, products, and yield Starting materials: [C@H]12[C@H](NC[C@@H]2CCC1)CNC(=O)C1=C(N=C2SC=CN21)C (6-methyl-imidazo[2,1-b]thiazole-5-carboxylic acid-[(1S,2S,5R)-3-aza-bicyclo[3.3.0]oct-2-ylmethyl]-amide), NC=1SC(=C(N1)C(=O)O)C1=CC(=CC=C1)C (2-amino-5-(3-methyl-phenyl)-thiazole-4-carboxylic acid). Yields the product NC=1SC(=C(N1)C(=O)N1[C@@H]([C@H]2CCC[C@H]2C1)CNC(=O)C1=C(N=C2SC=CN21)C)C2=CC(=CC=C2)C (6-Methyl-imidazo[2,1-b]thiazole-5-carboxylic acid-(1S,2S,5R)-{3-[2-amino-5-(3-methyl-phenyl)-thiazole-4-carbonyl]-3-aza-bicyclo[3.3.0]oct-2-ylmethyl}-amide). RXN SMILES: [C@H:1]12[CH2:8][CH2:7][CH2:6][C@H:5]1[CH2:4][NH:3][C@@H:2]2[CH2:9][NH:10][C:11]([C:13]1[N:20]2[C:16]([S:17][CH:18]=[CH:19]2)=[N:15][C:14]=1[CH3:21])=[O:12].[NH2:22][C:23]1[S:24][C:25]([C:31]2[CH:36]=[CH:35][CH:34]=[C:33]([CH3:37])[CH:32]=2)=[C:26]([C:28](O)=[O:29])[N:27]=1>>[NH2:22][C:23]1[S:24][C:25]([C:31]2[CH:36]=[CH:35][CH:34]=[C:33]([CH3:37])[CH:32]=2)=[C:26]([C:28]([N:3]2[CH2:4][C@H:5]3[C@H:1]([CH2:8][CH2:7][CH2:6]3)[C@H:2]2[CH2:9][NH:10][C:11]([C:13]2[N:20]3[C:16]([S:17][CH:18]=[CH:19]3)=[N:15][C:14]=2[CH3:21])=[O:12])=[O:29])[N:27]=1. Procedure details: prepared by reaction of 6-methyl-imidazo[2,1-b]thiazole-5-carboxylic acid-[(1S,2S,5R)-3-aza-bicyclo[3.3.0]oct-2-ylmethyl]-amide with 2-amino-5-(3-methyl-phenyl)-thiazole-4-carboxylic acid. The reactants are [Al+3], C1CCOC1, CCN(C(=O)C1CC1)c1cnn2ccccc12, [H-], [H-], [H-], [H-], [Li+], [Na+], [OH-], O. Product: CCN(CC1CC1)c1cnn2ccccc12. RXN SMILES: [Al+3:2].[CH2:27]1[O:28][CH2:29][CH2:30][CH2:31]1.[CH2:7]([CH3:8])[N:9]([C:10](=[O:11])[CH:12]1[CH2:13][CH2:14]1)[c:15]1[cH:16][n:17][n:18]2[c:19]1[cH:20][cH:21][cH:22][cH:23]2.[H-:1].[H-:4].[H-:5].[H-:6].[Li+:3].[Na+:26].[OH-:25].[OH2:24]>>[CH2:7]([CH3:8])[N:9]([CH2:10][CH:12]1[CH2:13][CH2:14]1)[c:15]1[cH:16][n:17][n:18]2[c:19]1[cH:20][cH:21][cH:22][cH:23]2. Reactants: [H-].[Na+] (sodium hydride), C(C)(=O)OC=1C(=CC2=C(CC(O2)(C)CI)C1C(C)(C)C)C(C)(C)C (5-acetoxy-4,6-di-t-butyl-2-iodomethyl-2-methyl-2,3-dihydrobenzofuran), [Cl-].[NH4+] (ammonium chloride), OC1=CC=C(C=O)C=C1 (4-hydroxybenzaldehyde), ice. The solvent is CN(C=O)C (N,N-dimethylformamide), CN(C=O)C (N,N-dimethylformamide), CN(C=O)C (N,N-dimethylformamide). Run at time 30 minute. Product: C(C)(=O)OC=1C(=CC2=C(CC(O2)(C)COC2=CC=C(C=C2)C=O)C1C(C)(C)C)C(C)(C)C (5-acetoxy-4,6-di-t-butyl-2-(4-formylphenoxymethyl)-2-methyl-2,3-dihydrobenzofuran). Yield: 49.1%. As a reaction SMILES: [OH:1][C:2]1[CH:9]=[CH:8][C:5]([CH:6]=[O:7])=[CH:4][CH:3]=1.[H-].[Na+].[C:12]([O:15][C:16]1[C:17]([C:32]([CH3:35])([CH3:34])[CH3:33])=[CH:18][C:19]2[O:23][C:22]([CH2:25]I)([CH3:24])[CH2:21][C:20]=2[C:27]=1[C:28]([CH3:31])([CH3:30])[CH3:29])(=[O:14])[CH3:13].[Cl-].[NH4+]>CN(C)C=O>[C:12]([O:15][C:16]1[C:17]([C:32]([CH3:35])([CH3:34])[CH3:33])=[CH:18][C:19]2[O:23][C:22]([CH2:24][O:1][C:2]3[CH:9]=[CH:8][C:5]([CH:6]=[O:7])=[CH:4][CH:3]=3)([CH3:25])[CH2:21][C:20]=2[C:27]=1[C:28]([CH3:31])([CH3:30])[CH3:29])(=[O:14])[CH3:13] |f:1.2,4.5|. Reported procedure: Under a nitrogen atmosphere, a solution of 4.57 g of 4-hydroxybenzaldehyde in 70 ml of N,N-dimethylformamide was added dropwise to an ice-cooled suspension of 1.5 g of 60% oily sodium hydride in 50 ml of N,N-dimethylformamide and the mixture was stirred at room temperature for 30 minutes. Then, the reaction solution was cooled to 0° C. and a solution of 13.2 g of 5-acetoxy-4,6-di-t-butyl-2-iodomethyl-2-methyl-2,3-dihydrobenzofuran synthesized in Example 70-2) in 100 ml of N,N-dimethylformamide w... Starting materials: NC=1N=CC2=C(N1)N(C=C2C(=O)C=2C=NC=C(C2)N)C(CO)(C)C ([2-amino-7-(2-hydroxy-1,1-dimethylethyl)-7H-pyrrolo[2,3-d]pyrimidin-5-yl](5-aminopyridin-3-yl)methanone), BrC=1C=CC(=NC1)CC(=O)O ((5-bromopyridin-2-yl)acetic acid). The product is NC=1N=CC2=C(N1)N(C=C2C(=O)C=2C=C(C=NC2)NC(CC2=NC=C(C=C2)Br)=O)C(CO)(C)C (N-(5-{[2-amino-7-(1-hydroxy-2-methylpropan-2-yl)-7H-pyrrolo[2,3-d]pyrimidin-5-yl]carbonyl}pyridin-3-yl)-2-(5-bromopyridin-2-yl)acetamide). As a reaction SMILES: [NH2:1][C:2]1[N:3]=[CH:4][C:5]2[C:10]([C:11]([C:13]3[CH:14]=[N:15][CH:16]=[C:17]([NH2:19])[CH:18]=3)=[O:12])=[CH:9][N:8]([C:20]([CH3:24])([CH3:23])[CH2:21][OH:22])[C:6]=2[N:7]=1.[Br:25][C:26]1[CH:27]=[CH:28][C:29]([CH2:32][C:33](O)=[O:34])=[N:30][CH:31]=1>>[NH2:1][C:2]1[N:3]=[CH:4][C:5]2[C:10]([C:11]([C:13]3[CH:18]=[C:17]([NH:19][C:33](=[O:34])[CH2:32][C:29]4[CH:28]=[CH:27][C:26]([Br:25])=[CH:31][N:30]=4)[CH:16]=[N:15][CH:14]=3)=[O:12])=[CH:9][N:8]([C:20]([CH3:24])([CH3:23])[CH2:21][OH:22])[C:6]=2[N:7]=1. Procedure: The title compound was prepared according to the method described for Example 34 at 50° C. using [2-amino-7-(2-hydroxy-1,1-dimethylethyl)-7H-pyrrolo[2,3-d]pyrimidin-5-yl](5-aminopyridin-3-yl)methanone (Preparation 48) and (5-bromopyridin-2-yl)acetic acid to afford the title compound as a yellow solid in 60% yield, 75 mg. LCMS (System 10): Rt=2.69 min; m/z 524 [M+H]+ Reactants: Cl(=O)[O-].[Na+] (sodium chlorite), S(N)(O)(=O)=O (sulfamic acid), C(C)OC(=O)N1CC2=C(CC1)OC1=C2C(=CC=C1OC)C=O (2-ethoxycarbonyl-6-methoxy-1,2,3,4-tetrahydro[1]benzofuro[3,2-c]pyridine-9-carbaldehyde). Run in O (water), CC(=O)C (acetone), O (water). Reaction conditions: temperature 0 celsius, time 2 hour. Product: C(C)OC(=O)N1CC2=C(CC1)OC1=C2C(=CC=C1OC)C(=O)O (2-ethoxycarbonyl-6-methoxy-1,2,3,4-tetrahydro[1]benzofuro[3,2-c]pyridine-9-carboxylic acid). Procedure: 2-ethoxycarbonyl-6-methoxy-1,2,3,4-tetrahydro[1]benzofuro[3,2-c]pyridine-9-carbaldehyde (from step 8) (170 mg, 0.559 mmol) was dissolved in acetone (10 ml): water (2.5 ml). To this solution sulfamic acid (81.0 mg, 0.838 mmol) was added and then reaction was cooled to 0° C. Then sodium chlorite (85 mg, 0.950 mmol) in water (2.5 ml) was added drop wise to maintain temperature below 10° C. and reaction was further stirred for 2 h. Reaction was quenched with water (20 ml) and precipitate was filtere... The yield is 67.2%. As a reaction SMILES: [CH2:1]([O:3][C:4]([N:6]1[CH2:11][CH2:10][C:9]2[O:12][C:13]3[C:18]([O:19][CH3:20])=[CH:17][CH:16]=[C:15]([CH:21]=[O:22])[C:14]=3[C:8]=2[CH2:7]1)=[O:5])[CH3:2].S(=O)(=O)([OH:25])N.Cl([O-])=O.[Na+]>CC(C)=O.O>[CH2:1]([O:3][C:4]([N:6]1[CH2:11][CH2:10][C:9]2[O:12][C:13]3[C:18]([O:19][CH3:20])=[CH:17][CH:16]=[C:15]([C:21]([OH:25])=[O:22])[C:14]=3[C:8]=2[CH2:7]1)=[O:5])[CH3:2] |f:2.3|. Reactants: BrCc1ccccc1, CN(C)C=O, NCc1cc(Cl)ccc1OCc1ccccc1, [Cu]I, [K+], [K+], O=C([O-])[O-]. Yields the product NC(=O)c1cc(Cl)ccc1OCc1ccccc1. Reaction SMILES: [Br:18][CH2:19][c:20]1[cH:21][cH:22][cH:23][cH:24][cH:25]1.[CH3:34][N:35]([CH3:36])[CH:37]=[O:38].[Cl:1][c:2]1[cH:3][cH:4][c:5]([O:10][CH2:11][c:12]2[cH:13][cH:14][cH:15][cH:16][cH:17]2)[c:6]([CH2:7][NH2:8])[cH:9]1.[Cu:32][I:33].[K+:26].[K+:27].[O-:28][C:29]([O-:30])=[O:31]>>[Cl:1][c:2]1[cH:3][cH:4][c:5]([O:10][CH2:11][c:12]2[cH:13][cH:14][cH:15][cH:16][cH:17]2)[c:6]([C:7]([NH2:8])=[O:28])[cH:9]1. The reactants are C1(=CC=CC=C1)COC(CN(CC(=O)OCC1=CC=CC=C1)C1=CC(=CC(=C1)OCCCCCCCCCCCCCCCCCC)C(N)=O)=O ((3-carbamoyl)-5-(octadecyloxy)phenyl-N-[2-(phenylmethoxy)-2-oxoethyl]glycine phenylmethyl ester), CN(C)C=O (DMF), [H][H] (hydrogen). The reagents and catalysts are [Pd] (palladium on carbon). Run in C1CCOC1 (THF). Reaction conditions: time 3 hour. Yields the product C(=O)(O)CN(CC(=O)O)C1=CC(=CC(=C1)OCCCCCCCCCCCCCCCCCC)C(N)=O (N-(carboxymethyl)-N-[(3-carbamoyl)-5-(octadecyloxy)phenyl]glycine). Yield: 69.0%. RXN SMILES: C1(C[O:8][C:9](=[O:51])[CH2:10][N:11]([C:23]2[CH:28]=[C:27]([O:29][CH2:30][CH2:31][CH2:32][CH2:33][CH2:34][CH2:35][CH2:36][CH2:37][CH2:38][CH2:39][CH2:40][CH2:41][CH2:42][CH2:43][CH2:44][CH2:45][CH2:46][CH3:47])[CH:26]=[C:25]([C:48](=[O:50])[NH2:49])[CH:24]=2)[CH2:12][C:13]([O:15]CC2C=CC=CC=2)=[O:14])C=CC=CC=1.[H][H].CN(C=O)C>[Pd].C1COCC1>[C:9]([CH2:10][N:11]([C:23]1[CH:28]=[C:27]([O:29][CH2:30][CH2:31][CH2:32][CH2:33][CH2:34][CH2:35][CH2:36][CH2:37][CH2:38][CH2:39][CH2:40][CH2:41][CH2:42][CH2:43][CH2:44][CH2:45][CH2:46][CH3:47])[CH:26]=[C:25]([C:48](=[O:50])[NH2:49])[CH:24]=1)[CH2:12][C:13]([OH:15])=[O:14])([OH:51])=[O:8]. Procedure details: A mixture of 2.2 g of N-[(3-carbamoyl)-5-(octadecyloxy)phenyl-N-[2-(phenylmethoxy)-2-oxoethyl]glycine phenylmethyl ester and 0.5 g of 10% palladium on carbon in 100 ml of THF was stirred in a hydrogen atmosphere at room temperature until uptake ceased after 3 hours. DMF (150 ml) was added and the mixture was heated to dissolve the precipitated product. The hot mixture was filtered to remove the catalyst and the filtrate was concentrated at reduced pressure to a solid. Recrystallization from THF ... The reactants are CCN=C=NCCCN(C)C (WSC), FC1=CC=C(C=C1)C1=CC=C(C=C1)C(=O)O (4′-fluoro-[1,1′-biphenyl]-4-carboxylic acid), Cl (hydrochloric acid), N1(CCCC1)CCC1=CC=2C=CC(=CC2CC1)NC(C)=O (N-[6-[2-(1-pyrrolidinyl)ethyl]-7,8-dihydro-2-naphthalenyl]acetamide). Reagents/catalysts: CN(C)C=1C=CN=CC1 (DMAP). Run in CN(C=O)C (dimethylformamide), C(C)(=O)OCC (Ethyl acetate). Conditions: temperature 100 celsius, time 16 hour. Product: FC1=CC=C(C=C1)C1=CC=C(C=C1)C(=O)NC1=CC=2CCC(=CC2C=C1)CCN1CCCC1 (4′-Fluoro-N-[6-[2-(1-pyrrolidinyl)ethyl]-7,8-dihydro-2-naphthalenyl][1,1′-biphenyl]-4-carboxamide). Yield: 52.3%. Reaction SMILES: Cl.[N:2]1([CH2:7][CH2:8][C:9]2[CH2:18][CH2:17][C:16]3[CH:15]=[C:14]([NH:19][C:20](=[O:22])[CH3:21])[CH:13]=[CH:12][C:11]=3[CH:10]=2)[CH2:6][CH2:5][CH2:4][CH2:3]1.CCN=C=NCCCN(C)C.[F:34][C:35]1[CH:40]=[CH:39][C:38]([C:41]2[CH:46]=[CH:45]C(C(O)=O)=[CH:43][CH:42]=2)=[CH:37][CH:36]=1>CN(C1C=CN=CC=1)C.C(OCC)(=O)C.CN(C)C=O>[F:34][C:35]1[CH:40]=[CH:39][C:38]([C:41]2[CH:46]=[CH:45][C:21]([C:20]([NH:19][C:14]3[CH:13]=[CH:12][C:11]4[CH:10]=[C:9]([CH2:8][CH2:7][N:2]5[CH2:6][CH2:5][CH2:4][CH2:3]5)[CH2:18][CH2:17][C:16]=4[CH:15]=3)=[O:22])=[CH:43][CH:42]=2)=[CH:37][CH:36]=1. Procedure details: Concentrated hydrochloric acid (2 ml) was added to N-[6-[2-(1-pyrrolidinyl)ethyl]-7,8-dihydro-2-naphthalenyl]acetamide (98.0 mg, 0.345 mmol) obtained in Reference Example 103, which was stirred at 100° C. for 16 hours. The solvent was distilled out under reduced pressure. Ethyl acetate was added to the residue, which was washed with aqueous potassium carbonate solution and saturated aqueous sodium chloride solution, dried over anhydrous sodium sulfate, and then the solvent was distilled out unde... The reactants are [Al+3], [H-], [H-], [H-], [H-], [Li+], COC(=O)C(CC1CC2CCN1CC2)(c1ccccc1)c1ccccc1. Product: OCC(CC1CC2CCN1CC2)(c1ccccc1)c1ccccc1. Reaction SMILES: [Al+3:28].[H-:27].[H-:30].[H-:31].[H-:32].[Li+:29].[c:1]1([C:7]([C:8](=[O:9])[O:10][CH3:11])([CH2:12][CH:13]2[N:14]3[CH2:15][CH2:16][CH:17]([CH2:18]2)[CH2:19][CH2:20]3)[c:21]2[cH:22][cH:23][cH:24][cH:25][cH:26]2)[cH:2][cH:3][cH:4][cH:5][cH:6]1>>[c:1]1([C:7]([CH2:8][OH:9])([CH2:12][CH:13]2[N:14]3[CH2:15][CH2:16][CH:17]([CH2:18]2)[CH2:19][CH2:20]3)[c:21]2[cH:22][cH:23][cH:24][cH:25][cH:26]2)[cH:2][cH:3][cH:4][cH:5][cH:6]1. Starting materials: FC(OC1=C(C=CC=C1)S(=O)(=O)N=C=O)F (2-difluoromethoxybenzenesulfonylisocyanate), NC1=NC(=NC(=N1)C1CC1)C(Cl)(Cl)Cl (2-amino-4-cyclopropyl-6-trichloromethyl-1,3,5-triazine). The solvent is CCCCCC (Hexane). Conditions: time 14 hour. The product is C1(CC1)C1=NC(=NC(=N1)C(Cl)(Cl)Cl)NC(=O)NS(=O)(=O)C1=C(C=CC=C1)OC(F)F (N-(4-cyclopropyl-6-trichloromethyl-1,3,5-triazin-2-yl)-N'-(2-difluoromethoxybenzenesulfonyl)urea). Reaction SMILES: [F:1][CH:2]([F:16])[O:3][C:4]1[CH:9]=[CH:8][CH:7]=[CH:6][C:5]=1[S:10]([N:13]=[C:14]=[O:15])(=[O:12])=[O:11].[NH2:17][C:18]1[N:23]=[C:22]([CH:24]2[CH2:26][CH2:25]2)[N:21]=[C:20]([C:27]([Cl:30])([Cl:29])[Cl:28])[N:19]=1>CCCCCC>[CH:24]1([C:22]2[N:21]=[C:20]([C:27]([Cl:29])([Cl:28])[Cl:30])[N:19]=[C:18]([NH:17][C:14]([NH:13][S:10]([C:5]3[CH:6]=[CH:7][CH:8]=[CH:9][C:4]=3[O:3][CH:2]([F:1])[F:16])(=[O:12])=[O:11])=[O:15])[N:23]=2)[CH2:25][CH2:26]1. Procedure: 2.7 g of 2-difluoromethoxybenzenesulfonylisocyanate are added to a solution of 2.54 g of 2-amino-4-cyclopropyl-6-trichloromethyl-1,3,5-triazine, and the whole is stirred at room temperature for 14 hours. Hexane is then added until the reaction product precipitates. Filtration is carried out and the filtration residue is dried to thus obtain 3 g of the above urea, which melts at 103°-105° C.